This data is from the Open Reaction Database (ORD), a public repository of structured organic reaction records. The task is: describe an organic reaction: reactants, conditions, products, and yield Reactants: BrCC(=O)Br (bromoacetyl bromide), CNCC1=CC=C(C=C1)[N+](=O)[O-] (N-methyl-4-nitrobenzenemethanamine), O (water). The solvent is C(Cl)Cl (methylene chloride), C(Cl)Cl (methylene chloride), C(C)N(CC)CC (triethylamine). Reaction conditions: time 5 minute. The product is BrCC(=O)N(CC1=CC=C(C=C1)[N+](=O)[O-])C (2-Bromo-N-methyl-N-[(4-nitrophenyl)methyl]acetamide). Yield: 104.6%. Reaction SMILES: [Br:1][CH2:2][C:3](Br)=[O:4].[CH3:6][NH:7][CH2:8][C:9]1[CH:14]=[CH:13][C:12]([N+:15]([O-:17])=[O:16])=[CH:11][CH:10]=1.O>C(Cl)Cl.C(N(CC)CC)C>[Br:1][CH2:2][C:3]([N:7]([CH3:6])[CH2:8][C:9]1[CH:10]=[CH:11][C:12]([N+:15]([O-:17])=[O:16])=[CH:13][CH:14]=1)=[O:4]. Procedure details: To a solution of bromoacetyl bromide (30 g) in methylene chloride (20 ml) at 0° was added a solution of N-methyl-4-nitrobenzenemethanamine (8.3 g; G. I. Wilson, J. Chem. Soc., 1926, 2461) in methylene chloride (10 ml) and triethylamine (12 ml). The reaction was stirred 5 min. at 0° and then water (20 ml) was added. The methylene chloride layer was dried and evaporated in vacuo. The residue was purified by column chromatography eluting with methylene chloride/methanol (97:3) to give the title com... Starting materials: CCOC(C)=O, O=C1c2ccccc2C(=O)N1CC#CCCl, C1=NCCCN2CCCCC12, CN(C)C=O, O, Nc1cc[nH]c(=S)n1. Yields the product Nc1ccnc(SCC#CCN2C(=O)c3ccccc3C2=O)n1. RXN SMILES: [CH3:41][CH2:42][O:43][C:44]([CH3:45])=[O:46].[Cl:9][CH2:10][C:11]#[C:12][CH2:13][N:14]1[C:15](=[O:24])[c:16]2[c:17]([cH:20][cH:21][cH:22][cH:23]2)[C:18]1=[O:19].[N:30]12[CH2:31][CH2:32][CH2:33][CH2:34][CH:35]1[CH:36]=[N:37][CH2:38][CH2:39][CH2:40]2.[O:25]=[CH:26][N:27]([CH3:28])[CH3:29].[OH2:47].[nH:1]1[c:2](=[S:3])[n:4][c:5]([NH2:6])[cH:7][cH:8]1>>[n:1]1[c:2]([S:3][CH2:10][C:11]#[C:12][CH2:13][N:14]2[C:15](=[O:24])[c:16]3[c:17]([cH:20][cH:21][cH:22][cH:23]3)[C:18]2=[O:19])[n:4][c:5]([NH2:6])[cH:7][cH:8]1. Starting materials: CC(=O)OC(C)=O, Nc1cccc2sc3ccccc3c12, O, O=S(=O)(O)C(F)(F)F, c1ccncc1. Product: CC(=O)Nc1cccc2sc3ccccc3c12, O=S(=O)(O)C(F)(F)F. RXN SMILES: [CH3:23][C:24](=[O:25])[O:26][C:27](=[O:28])[CH3:29].[NH2:9][c:10]1[cH:11][cH:12][cH:13][c:14]2[s:15][c:16]3[c:17]([c:18]12)[cH:19][cH:20][cH:21][cH:22]3.[OH2:36].[S:1](=[O:2])(=[O:3])([C:4]([F:5])([F:6])[F:7])[OH:8].[cH:30]1[cH:31][cH:32][n:33][cH:34][cH:35]1>>[NH:9]([c:10]1[cH:11][cH:12][cH:13][c:14]2[s:15][c:16]3[c:17]([c:18]12)[cH:19][cH:20][cH:21][cH:22]3)[C:24]([CH3:23])=[O:25].[S:1](=[O:2])(=[O:3])([C:4]([F:5])([F:6])[F:7])[OH:8]. Starting materials: ClC1=NC(=NC(=C1)Cl)C1=CC=CC=C1 (4,6-dichloro-2-phenylpyrimidine), COCCCN (3-methoxypropylamine). The product is ClC1=NC(=NC(=C1)NCCCOC)C1=CC=CC=C1 (4-chloro-6-(3-methoxypropylamino)-2-phenylpyrimidine). Reported procedure: In the same manner, 4,6-dichloro-2-phenylpyrimidine is reacted with 3-methoxypropylamine to produce 4-chloro-6-(3-methoxypropylamino)-2-phenylpyrimidine, which is then reacted with p-chlorothiophenol to afford 4-(4-chlorophenylthio)-6-[(3-methoxypropyl)amino]-2-phenylpyrimidine. Reaction SMILES: Cl[C:2]1[CH:7]=[C:6]([Cl:8])[N:5]=[C:4]([C:9]2[CH:14]=[CH:13][CH:12]=[CH:11][CH:10]=2)[N:3]=1.[CH3:15][O:16][CH2:17][CH2:18][CH2:19][NH2:20]>>[Cl:8][C:6]1[CH:7]=[C:2]([NH:20][CH2:19][CH2:18][CH2:17][O:16][CH3:15])[N:3]=[C:4]([C:9]2[CH:14]=[CH:13][CH:12]=[CH:11][CH:10]=2)[N:5]=1. Reactants: C(CC)N(C(NC=1C=C(C=CC1)C#CCNC(OC(C)(C)C)=O)=O)CCC (tert-butyl 3-(3-(3,3-dipropylureido)phenyl)prop-2-ynylcarbamate). As a reaction SMILES: [CH2:1]([N:4]([CH2:25][CH2:26][CH3:27])[C:5](=[O:24])[NH:6][C:7]1[CH:8]=[C:9]([C:13]#[C:14][CH2:15][NH:16][C:17](=[O:23])[O:18][C:19]([CH3:22])([CH3:21])[CH3:20])[CH:10]=[CH:11][CH:12]=1)[CH2:2][CH3:3]>CCO.[Pd]>[CH2:25]([N:4]([CH2:1][CH2:2][CH3:3])[C:5](=[O:24])[NH:6][C:7]1[CH:8]=[C:9]([CH2:13][CH2:14][CH2:15][NH:16][C:17](=[O:23])[O:18][C:19]([CH3:21])([CH3:20])[CH3:22])[CH:10]=[CH:11][CH:12]=1)[CH2:26][CH3:27]. Reagents/catalysts: [Pd] (Pd/C). Yields the product C(CC)N(C(NC=1C=C(C=CC1)CCCNC(OC(C)(C)C)=O)=O)CCC (tert-butyl 3-(3-(3,3-dipropylureido)phenyl)propylcarbamate). Reported procedure: A solution of tert-butyl 3-(3-(3,3-dipropylureido)phenyl)prop-2-ynylcarbamate (25) (0.17 g, 0.455 mmol) in EtOH (10 mL) was degassed with vacuum/Ar. Pd/C (10%, 0.0293 g) was added and the atmosphere was purged with H2. The mixture was stirred under H2-filled balloon at room temperature for 5 hrs. The reaction mixture was filtered through Celite and concentrated under reduced pressure. The residue was crystallized from EtOAc/hexanes to give tert-butyl 3-(3-(3,3-dipropylureido)phenyl)propylcarbama... Solvent: CCO (EtOH). Starting materials: Brc1ccc2ncnc(Nc3ccc(OCc4ccccc4)cc3)c2c1, CCCC[Sn](CCCC)(CCCC)c1ccccn1, C1COCCO1. Yields the product c1ccc(COc2ccc(Nc3ncnc4ccc(-c5ccccn5)cc34)cc2)cc1. RXN SMILES: [CH2:1]([c:2]1[cH:3][cH:4][cH:5][cH:6][cH:7]1)[O:8][c:9]1[cH:10][cH:11][c:12]([NH:15][c:16]2[n:17][cH:18][n:19][c:20]3[cH:21][cH:22][c:23]([Br:26])[cH:24][c:25]23)[cH:13][cH:14]1.[CH2:27]([Sn:28]([CH2:29][CH2:30][CH2:31][CH3:38])([c:32]1[n:33][cH:34][cH:35][cH:36][cH:37]1)[CH2:39][CH2:40][CH2:41][CH3:42])[CH2:43][CH2:44][CH3:45].[O:46]1[CH2:47][CH2:48][O:49][CH2:50][CH2:51]1>>[CH2:1]([c:2]1[cH:3][cH:4][cH:5][cH:6][cH:7]1)[O:8][c:9]1[cH:10][cH:11][c:12]([NH:15][c:16]2[n:17][cH:18][n:19][c:20]3[cH:21][cH:22][c:23](-[c:32]4[n:33][cH:34][cH:35][cH:36][cH:37]4)[cH:24][c:25]23)[cH:13][cH:14]1. Reactants: CBr, O=c1c2ccccc2nc2[nH]c3cc(Cl)c(Cl)cc3n12. Product: Cn1c2cc(Cl)c(Cl)cc2n2c(=O)c3ccccc3nc12. Reaction SMILES: [CH3:21][Br:22].[Cl:1][c:2]1[cH:3][c:4]2[c:5]([cH:6][c:7]1[Cl:8])[n:9]1[c:10]([n:11][c:12]3[cH:13][cH:14][cH:15][cH:16][c:17]3[c:18]1=[O:19])[nH:20]2>>[Cl:1][c:2]1[cH:3][c:4]2[c:5]([cH:6][c:7]1[Cl:8])[n:9]1[c:10]([n:11][c:12]3[cH:13][cH:14][cH:15][cH:16][c:17]3[c:18]1=[O:19])[n:20]2[CH3:21].